describe an organic reaction: reactants, conditions, products, and yield From a dataset of the Open Reaction Database (ORD), a public repository of structured organic reaction records. The reactants are F[H-]F.[NH4+] (ammonium bifluoride), C1(C=CC(C=C1)=O)=O (1,4-benzoquinone), C(C)[Si](C(F)(F)F)(CC)CC (triethyltrifluoromethylsilane). Solvent: C(C)#N (acetonitrile). Run at time 4 hour. Yields the product OC1(C=CC(C=C1)=O)C(F)(F)F (4-hydroxy-4-tri -fluoromethyl-2,5-cyclohexadien-1-one). The yield is 42.4%. RXN SMILES: F[H-]F.[NH4+].[C:5]1(=[O:12])[CH:10]=[CH:9][C:8](=[O:11])[CH:7]=[CH:6]1.C([Si](CC)(CC)[C:16]([F:19])([F:18])[F:17])C>C(#N)C>[OH:11][C:8]1([C:16]([F:19])([F:18])[F:17])[CH:9]=[CH:10][C:5](=[O:12])[CH:6]=[CH:7]1 |f:0.1|. Procedure details: A mixture of 74 mg (1.3 mmol) of ground ammonium bifluoride (NH4HF2), 119 mg (1.1 mmol) of 1,4-benzoquinone, and 2 mL of acetonitrile was treated with 239 mg (1.3 mmol) of triethyltrifluoromethylsilane and stirred vigorously at room temperature for 4 hours. The mixture was filtered and the filter cake was washed with dichloromethane. Concentration of the combined filtrates gave a black solid which was triturated with dichloromethane. The resulting mixture was filtered and the filter cake was was... Reactants: C(C)(C)(C)C1=CC=C(C=C1)S(=O)(=O)NC1=NC=NC(=C1OC1=CC(=CC=C1)OC)OCCOC1=NC=C(C=N1)C(=C)OCC (4-tert-butyl-N-[6-{2-(5-(1-ethoxyethenyl)pyrimidin-2-yloxy)ethoxy}-5-(3-methoxyphenoxy)pyrimidin-4-yl]benzenesulfonamide), Cl (hydrochloric acid), C(O)([O-])=O.[Na+] (sodium hydrogen carbonate). Run in CC(=O)C (acetone). Product: C(C)(=O)C=1C=NC(=NC1)OCCOC1=C(C(=NC=N1)NS(=O)(=O)C1=CC=C(C=C1)C(C)(C)C)OC1=CC(=CC=C1)OC (N-[6-{2-(5-acetylpyrimidin-2-yloxy)ethoxy}-5-(3-methoxyphenoxy)pyrimidin-4-yl]-4-tert-butylbenzenesulfonamide). Yield: 87.0%. Reaction SMILES: [C:1]([C:5]1[CH:10]=[CH:9][C:8]([S:11]([NH:14][C:15]2[C:20]([O:21][C:22]3[CH:27]=[CH:26][CH:25]=[C:24]([O:28][CH3:29])[CH:23]=3)=[C:19]([O:30][CH2:31][CH2:32][O:33][C:34]3[N:39]=[CH:38][C:37]([C:40]([O:42]CC)=[CH2:41])=[CH:36][N:35]=3)[N:18]=[CH:17][N:16]=2)(=[O:13])=[O:12])=[CH:7][CH:6]=1)([CH3:4])([CH3:3])[CH3:2].Cl.C(=O)([O-])O.[Na+]>CC(C)=O>[C:40]([C:37]1[CH:38]=[N:39][C:34]([O:33][CH2:32][CH2:31][O:30][C:19]2[N:18]=[CH:17][N:16]=[C:15]([NH:14][S:11]([C:8]3[CH:7]=[CH:6][C:5]([C:1]([CH3:4])([CH3:3])[CH3:2])=[CH:10][CH:9]=3)(=[O:13])=[O:12])[C:20]=2[O:21][C:22]2[CH:27]=[CH:26][CH:25]=[C:24]([O:28][CH3:29])[CH:23]=2)=[N:35][CH:36]=1)(=[O:42])[CH3:41] |f:2.3|. Procedure details: A mixture of 4-tert-butyl-N-[6-{2-(5-(1-ethoxyethenyl)pyrimidin-2-yloxy)ethoxy}-5-(3-methoxyphenoxy)pyrimidin-4-yl]benzenesulfonamide (1.022 g), 10% hydrochloric acid (1 ml) and acetone (20 ml) is reacted at room temperature for four hours. The pH value of the reaction solution is adjusted to pH 6 with aqueous sodium hydrogen carbonate solution, and the mixture is evaporated to remove the solvent. To the residue are added aqueous ammonium chloride solution and ethyl acetate, and the ethyl acetat... The reactants are ClCCCCBr, C[Si](C)(C)[N-][Si](C)(C)C, CN(C)C=O, [Na+], C1CCOC1, O, CCOC(=O)Cc1cccc(-c2cccnc2)c1. Yields the product CCOC(=O)C(CCCCCl)c1cccc(-c2cccnc2)c1. Reaction SMILES: [Br:29][CH2:30][CH2:31][CH2:32][CH2:33][Cl:34].[CH3:19][Si:20]([CH3:21])([CH3:22])[N-:23][Si:24]([CH3:25])([CH3:26])[CH3:27].[CH3:36][N:37]([CH3:38])[CH:39]=[O:40].[Na+:28].[O:41]1[CH2:42][CH2:43][CH2:44][CH2:45]1.[OH2:35].[n:1]1[cH:2][c:3](-[c:7]2[cH:8][c:9]([CH2:13][C:14](=[O:15])[O:16][CH2:17][CH3:18])[cH:10][cH:11][cH:12]2)[cH:4][cH:5][cH:6]1>>[n:1]1[cH:2][c:3](-[c:7]2[cH:8][c:9]([CH:13]([C:14](=[O:15])[O:16][CH2:17][CH3:18])[CH2:30][CH2:31][CH2:32][CH2:33][Cl:34])[cH:10][cH:11][cH:12]2)[cH:4][cH:5][cH:6]1. The reactants are C(=O)([O-])[O-].[K+].[K+] (K2CO3), [Na+].[I-] (NaI), COC=1C=C(C=CC1OC)C1=CCNCC1 (4-(3,4-dimethoxyphenyl)-1,2,5,6-tetrahydropyridine), OC1(CCNCC1)C1=CC(=C(C=C1)OC)OC (4-hydroxy-4-(3,4-dimethoxyphenyl)piperidine), C1(=CC=C(C=C1)S(=O)(=O)O)C (p-toluenesulfonic acid), ClCCCNC(=O)N1C(CCC1)=O (1-(3-chloropropylcarbamoyl)-2-oxopyrrolidine). Run in C(C)(=O)OCC (ethyl acetate), CN(C)C=O (DMF). Reaction conditions: time 6 day. Product: COC=1C=C(C=CC1OC)C1=CCN(CC1)CCCNC(=O)N1C(CCC1)=O (1-[3-{4-(3,4-Dimethoxyphenyl)-1,2,5,6-tetrahydropyridin-1-yl}propylcarbamoyl]-2-oxopyrrolidine). The yield is 32.0%. RXN SMILES: [CH3:1][O:2][C:3]1[CH:4]=[C:5]([C:11]2[CH2:16][CH2:15][NH:14][CH2:13][CH:12]=2)[CH:6]=[CH:7][C:8]=1[O:9][CH3:10].OC1(C2C=CC(OC)=C(OC)C=2)CCNCC1.C1(C)C=CC(S(O)(=O)=O)=CC=1.Cl[CH2:46][CH2:47][CH2:48][NH:49][C:50]([N:52]1[CH2:56][CH2:55][CH2:54][C:53]1=[O:57])=[O:51].C([O-])([O-])=O.[K+].[K+].[Na+].[I-]>CN(C=O)C.C(OCC)(=O)C>[CH3:1][O:2][C:3]1[CH:4]=[C:5]([C:11]2[CH2:16][CH2:15][N:14]([CH2:46][CH2:47][CH2:48][NH:49][C:50]([N:52]3[CH2:56][CH2:55][CH2:54][C:53]3=[O:57])=[O:51])[CH2:13][CH:12]=2)[CH:6]=[CH:7][C:8]=1[O:9][CH3:10] |f:4.5.6,7.8|. Procedure details: To a solution of 3.76 g of 4-(3,4-dimethoxyphenyl)-1,2,5,6-tetrahydropyridine (V-7), which was prepared by the reaction of 4-hydroxy-4-(3,4-dimethoxyphenyl)piperidine and p-toluenesulfonic acid, and 2.94 g of 1-(3-chloropropylcarbamoyl)-2-oxopyrrolidine in 35 ml of DMF is added 3.98 g of K2CO3 and 3.22 g of NaI. The reaction mixture is stirred at 100°-105° C. for 6 days under nitrogen gas. After cooling to room temperature, the mixture is diluted with ethyl acetate, washed with brine and dried o... The reactants are CC(=O)OCCCC(=O)Cl, CN(C)C=O, CCOC(C)=O, [Cl-], CC(SC1COC(C=CC=Cc2ccc(C#N)cc2F)OC1)C(O)(Cn1cncn1)c1ccc(F)cc1F, [H-], [NH4+], [Na+]. Yields the product CC(=O)OCCCC(=O)OC(Cn1cncn1)(c1ccc(F)cc1F)C(C)SC1COC(C=CC=Cc2ccc(C#N)cc2F)OC1. As a reaction SMILES: [C:41]([CH3:42])(=[O:43])[O:44][CH2:45][CH2:46][CH2:47][C:48]([Cl:49])=[O:50].[CH3:53][N:54]([CH3:55])[CH:56]=[O:57].[CH3:58][CH2:59][O:60][C:61](=[O:62])[CH3:63].[Cl-:51].[F:1][c:2]1[c:3]([C:9]([CH:10]([CH3:11])[S:12][CH:13]2[CH2:14][O:15][CH:16]([CH:19]=[CH:20][CH:21]=[CH:22][c:23]3[c:24]([F:31])[cH:25][c:26]([C:27]#[N:28])[cH:29][cH:30]3)[O:17][CH2:18]2)([CH2:32][n:33]2[n:34][cH:35][n:36][cH:37]2)[OH:38])[cH:4][cH:5][c:6]([F:8])[cH:7]1.[H-:39].[NH4+:52].[Na+:40]>>[F:1][c:2]1[c:3]([C:9]([CH:10]([CH3:11])[S:12][CH:13]2[CH2:14][O:15][CH:16]([CH:19]=[CH:20][CH:21]=[CH:22][c:23]3[c:24]([F:31])[cH:25][c:26]([C:27]#[N:28])[cH:29][cH:30]3)[O:17][CH2:18]2)([CH2:32][n:33]2[n:34][cH:35][n:36][cH:37]2)[O:38][C:48]([CH2:47][CH2:46][CH2:45][O:44][C:41]([CH3:42])=[O:43])=[O:50])[cH:4][cH:5][c:6]([F:8])[cH:7]1. Reactants: CC(=O)C1CCC2C3CCC4CC5OC5CC4(C)C3C(=O)CC12C, O, Cc1ccc(S(=O)(=O)O)cc1, c1ccccc1. The product is CC(=O)C1CCC2C3CCC4CC(O)C(OS(=O)(=O)c5ccc(C)cc5)CC4(C)C3C(=O)CC12C. Reaction SMILES: [O:12]1[CH:13]2[CH:14]1[CH2:15][CH:16]1[CH2:17][CH2:18][CH:19]3[CH:20]4[CH2:21][CH2:22][CH:23]([C:24]([CH3:25])=[O:26])[C:27]4([CH3:35])[CH2:28][C:29](=[O:34])[CH:30]3[C:31]1([CH3:33])[CH2:32]2.[OH2:36].[c:1]1([CH3:11])[cH:2][cH:3][c:4]([S:7](=[O:8])(=[O:9])[OH:10])[cH:5][cH:6]1.[cH:37]1[cH:38][cH:39][cH:40][cH:41][cH:42]1>>[c:1]1([CH3:11])[cH:2][cH:3][c:4]([S:7](=[O:8])([O:9][CH:13]2[CH:14]([OH:12])[CH2:15][CH:16]3[CH2:17][CH2:18][CH:19]4[CH:20]5[CH2:21][CH2:22][CH:23]([C:24]([CH3:25])=[O:26])[C:27]5([CH3:35])[CH2:28][C:29](=[O:34])[CH:30]4[C:31]3([CH3:33])[CH2:32]2)=[O:10])[cH:5][cH:6]1. Starting materials: C(C#C)SCCC(=O)O (3-(prop-2-ynylthio)propionic acid), OCC1(COC1)CCC (3-hydroxymethyl-3-n-propyloxetane). The product is C(CC)C12COC(OC1)(OC2)CCSCC#C (4-n-Propyl-1-[2-(prop-2-ynylthio)ethyl]-2,6,7-trioxabicyclo[2.2.2]octane). As a reaction SMILES: [CH2:1]([S:4][CH2:5][CH2:6][C:7]([OH:9])=[O:8])[C:2]#[CH:3].[OH:10][CH2:11][C:12]1([CH2:16][CH2:17][CH3:18])[CH2:15]O[CH2:13]1>>[CH2:16]([C:12]12[CH2:11][O:10][C:7]([CH2:6][CH2:5][S:4][CH2:1][C:2]#[CH:3])([O:9][CH2:15]1)[O:8][CH2:13]2)[CH2:17][CH3:18]. Procedure: 4-n-Propyl-1-[2-(prop-2-ynylthio)ethyl]-2,6,7-trioxabicyclo[2.2.2]octane was prepared from 3-(prop-2-ynylthio)propionic acid and 3-hydroxymethyl-3-n-propyloxetane using methodology described in Example I. Reactants: C1CCOC1, CCN=C=NCCCN(C)C, O=C(O)C(F)(F)F, CC1(C)CC2CC(C)(CN2C(=O)c2ccc3c(c2)ncn3CCN)C1, O=C(O)c1ccco1, On1nnc2ccccc21. The product is CC1(C)CC2CC(C)(CN2C(=O)c2ccc3c(c2)ncn3CCNC(=O)c2ccco2)C1. Reaction SMILES: [CH2:62]1[O:63][CH2:64][CH2:65][CH2:66]1.[CH3:19][CH2:20][N:21]=[C:22]=[N:23][CH2:24][CH2:25][CH2:26][N:27]([CH3:28])[CH3:29].[F:30][C:31]([F:32])([F:33])[C:34]([OH:35])=[O:36].[NH2:37][CH2:38][CH2:39][n:40]1[cH:41][n:42][c:43]2[c:44]1[cH:45][cH:46][c:47]([C:49](=[O:50])[N:51]1[CH:52]3[CH2:53][C:54]([CH3:60])([CH3:61])[CH2:55][C:56]([CH3:59])([CH2:57]1)[CH2:58]3)[cH:48]2.[OH:1][C:2](=[O:3])[c:4]1[cH:5][cH:6][cH:7][o:8]1.[OH:9][n:10]1[c:11]2[c:12]([cH:13][cH:14][cH:15][cH:16]2)[n:17][n:18]1>>[C:2](=[O:3])([c:4]1[cH:5][cH:6][cH:7][o:8]1)[NH:37][CH2:38][CH2:39][n:40]1[cH:41][n:42][c:43]2[c:44]1[cH:45][cH:46][c:47]([C:49](=[O:50])[N:51]1[CH:52]3[CH2:53][C:54]([CH3:60])([CH3:61])[CH2:55][C:56]([CH3:59])([CH2:57]1)[CH2:58]3)[cH:48]2.